Dataset: the Open Reaction Database (ORD), a public repository of structured organic reaction records. Task: describe an organic reaction: reactants, conditions, products, and yield Starting materials: OC1=C(C=C(C(=O)O)C=C1)C (4-hydroxy-3-methylbenzoic acid), C1N2CN3CN1CN(C2)C3 (Hexamethylenetetramine), O (water). The solvent is CS(=O)(=O)O (methanesulfonic acid). Reaction conditions: temperature 0 celsius, time 18 hour. Yields the product C(=O)C=1C=C(C(=O)O)C=C(C1O)C (3-formyl-4-hydroxy-5-methylbenzoic acid). Yield: 75.0%. Reaction SMILES: [OH:1][C:2]1[CH:10]=[CH:9][C:5]([C:6]([OH:8])=[O:7])=[CH:4][C:3]=1[CH3:11].[CH2:12]1N2CN3CN(C2)CN1C3.[OH2:22]>CS(O)(=O)=O>[CH:11]([C:3]1[CH:4]=[C:5]([CH:9]=[C:10]([CH3:12])[C:2]=1[OH:1])[C:6]([OH:8])=[O:7])=[O:22]. Procedure: The 4-hydroxy-3-methylbenzoic acid (10.1 g, 66.38 mmole) was suspended in methanesulfonic acid (50 mL) and cooled to 0° C. (ice bath). Hexamethylenetetramine (18.6 g, 132.75 mmole) was added portionwise over 1 hour. The reaction was warmed to room temperature followed by heating to 90° C. (oil bath) for 5 hours. The reaction was allowed to cool to room temperature and stired for 18 hours. The contents were poured into water (100 mL) and extracted with EtOAc (2×100 mL). The combined extracts were... Starting materials: C1(CCCCCC1)=O (Cycloheptanone), enamine, N1CCCC1 (pyrrolidine), C=1(C(=CC=CC1)S(=O)(=O)O)C (toluenesulphonic acid), enamine, C(C(=C)C)#N (methacrylonitrile). The product is C(#N)C(CC1C(CCCCC1)=O)C (2-(2-cyanopropyl)cycloheptanone). Procedure: Cycloheptanone was converted to an enamine by reaction with pyrrolidine in toluene solvent and in the presence of toluenesulphonic acid. The enamine was alkylated with methacrylonitrile in ethanol solvent and hydrolysed using acetic acid according to the procedure of Stark et al, J. Amer. Chem, Soc., 85, 207 (1963) to give 2-(2-cyanopropyl)cycloheptanone (bp 100° C./0.02 mmHg). Run in C1(=CC=CC=C1)C (toluene), C(C)O (ethanol), C(C)(=O)O (acetic acid). As a reaction SMILES: [C:1]1(=[O:8])[CH2:7][CH2:6][CH2:5][CH2:4][CH2:3][CH2:2]1.N1CCCC1.C1(C)C(S(O)(=O)=O)=CC=CC=1.[C:25](#[N:29])[C:26]([CH3:28])=[CH2:27]>C1(C)C=CC=CC=1.C(O)C.C(O)(=O)C>[C:25]([CH:26]([CH3:28])[CH2:27][CH:2]1[CH2:3][CH2:4][CH2:5][CH2:6][CH2:7][C:1]1=[O:8])#[N:29]. The reactants are C1(=CC=CC=C1)S(=O)(=O)CC1=CC=C(C(=C1C(=O)OCC)OC)Br (ethyl 6-(benzenesulphonylmethyl)-3-bromo-2-methoxybenzoate), BrC=1C(=C(C(=O)OC)C(=CC1)CSC1=C(C=CC=C1)OC)O (methyl 3-bromo-2-hydroxy-6-(2-methoxyphenylthiomethyl)benzoate), BrC=1C(=C(C(=O)OC)C(=CC1)CSC1=C(C=CC=C1)OC)O (methyl 3-bromo-2-hydroxy-6-(2-methoxyphenylthiomethyl)benzoate). The product is BrC=1C(=C(C(=O)OC)C(=CC1)CS(=O)(=O)C1=C(C=CC=C1)OC)O (Methyl 3-bromo-2-hydroxy-6-(2-methoxybenzenesulphonylmethyl)benzoate). Reaction SMILES: [C:1]1([S:7]([CH2:10][C:11]2[C:16]([C:17]([O:19][CH2:20]C)=[O:18])=[C:15]([O:22]C)[C:14]([Br:24])=[CH:13][CH:12]=2)(=[O:9])=[O:8])[CH:6]=[CH:5][CH:4]=[CH:3][CH:2]=1.BrC1C(O)=C(C(CSC2C=CC=CC=2OC)=CC=1)[C:29](OC)=[O:30]>>[Br:24][C:14]1[C:15]([OH:22])=[C:16]([C:11]([CH2:10][S:7]([C:1]2[CH:2]=[CH:3][CH:4]=[CH:5][C:6]=2[O:30][CH3:29])(=[O:9])=[O:8])=[CH:12][CH:13]=1)[C:17]([O:19][CH3:20])=[O:18]. Procedure: Prepared by proceeding in a similar manner to Intermediate 61, starting from methyl 3-bromo-2-hydroxy-6-(2-methoxyphenylthiomethyl)benzoate (Intermediate 82). Reactants: C(C1=CC=CC=C1)=C1OC(=O)C2=CC=CC=C12 (benzalphthalide), OS(=O)(=O)O (H2SO4), C(CCC)[Li] (n-butyl lithium), CCCCCC (hexane), BrC1=CC=C(C=C1)SC (p-bromothioanisole), C(=O)(O)[O-].[Na+] (NaHCO3). Run in C1=CC=CC=C1 (benzene), C1CCOC1 (THF), CCOC(=O)C (EtOAc), O (H2O). Conditions: time 20 minute. The product is CSC1=CC=C(C=C1)C1=C(C(C2=CC=CC=C12)=O)C1=CC=CC=C1 (3-(4-(Methylthio)phenyl)-2-phenylinden-1-one). Reaction SMILES: Br[C:2]1[CH:7]=[CH:6][C:5]([S:8][CH3:9])=[CH:4][CH:3]=1.C([Li])CCC.CCCCCC.[CH:21](=[C:28]1[C:37]2[C:32](=[CH:33][CH:34]=[CH:35][CH:36]=2)[C:30](=[O:31])O1)[C:22]1[CH:27]=[CH:26][CH:25]=[CH:24][CH:23]=1.OS(O)(=O)=O.C([O-])(O)=O.[Na+]>C1COCC1.C1C=CC=CC=1.CCOC(C)=O.O>[CH3:9][S:8][C:5]1[CH:6]=[CH:7][C:2]([C:28]2[C:37]3[C:32](=[CH:33][CH:34]=[CH:35][CH:36]=3)[C:30](=[O:31])[C:21]=2[C:22]2[CH:23]=[CH:24][CH:25]=[CH:26][CH:27]=2)=[CH:3][CH:4]=1 |f:5.6|. Procedure: To a solution of p-bromothioanisole (2.04 g, 10 mmol) in THF (40 mL) cooled to -78° C. was added a solution of n-butyl lithium in hexane (4.0 mL of 2.5M, 10 mmol). The resulting suspension was stirred at this temperature for 20 min. Then a solution of benzalphthalide (2.11 g, 9.5 mmol) in benzene (20 mL) was added and the reaction was allowed to proceed at r.t. for 2 hrs. The reaction turned deep-red. The reaction was completed by addition of conc. H2SO4 (0.63 mL, 20 mmol) and stirred at r.t. fo... RXN SMILES: [CH2:27]([O:28][P:29](=[O:30])([O:31][CH2:32][CH3:33])[CH2:35][C:36]#[N:37])[CH3:34].[CH2:72]1[O:73][CH2:74][CH2:75][CH2:76]1.[CH3:1][O:2][c:3]1[cH:4][c:5]([C:13](=[O:14])[c:15]2[cH:16][c:17]([O:25][CH3:26])[c:18]([O:23][CH3:24])[c:19]([O:21][CH3:22])[cH:20]2)[cH:6][c:7]([O:11][CH3:12])[c:8]1[O:9][CH3:10].[CH3:38][Si:39]([N-:40][Si:41]([CH3:42])([CH3:43])[CH3:44])([CH3:45])[CH3:46].[K+:47].[O:48]1[c:49]2[cH:50][cH:51][c:52]([C:53]([c:54]3[cH:55][c:56]([O:57][CH3:58])[cH:59][c:60]([O:61][CH3:62])[cH:63]3)=[CH:64][C:65]#[N:66])[cH:67][c:68]2[O:69][CH2:70][CH2:71]1>>[CH3:1][O:2][c:3]1[cH:4][c:5]([C:13]([c:15]2[cH:16][c:17]([O:25][CH3:26])[c:18]([O:23][CH3:24])[c:19]([O:21][CH3:22])[cH:20]2)=[CH:35][C:36]#[N:37])[cH:6][c:7]([O:11][CH3:12])[c:8]1[O:9][CH3:10]. The product is COc1cc(C(=CC#N)c2cc(OC)c(OC)c(OC)c2)cc(OC)c1OC. Reactants: CCOP(=O)(CC#N)OCC, C1CCOC1, COc1cc(C(=O)c2cc(OC)c(OC)c(OC)c2)cc(OC)c1OC, C[Si](C)(C)[N-][Si](C)(C)C, [K+], COc1cc(OC)cc(C(=CC#N)c2ccc3c(c2)OCCO3)c1.